This data is from the Open Reaction Database (ORD), a public repository of structured organic reaction records. The task is: describe an organic reaction: reactants, conditions, products, and yield Starting materials: N, Cc1nc(Nc2cnccn2)sc1-c1cccc(S(=O)(=O)NCCO)c1. The product is Cc1nc(Nc2cnccn2)sc1-c1cccc(S(N)(=O)=O)c1. As a reaction SMILES: [NH3:27].[OH:1][CH2:2][CH2:3][NH:4][S:5](=[O:6])(=[O:7])[c:8]1[cH:9][c:10](-[c:14]2[c:15]([CH3:26])[n:16][c:17]([NH:19][c:20]3[n:21][cH:22][cH:23][n:24][cH:25]3)[s:18]2)[cH:11][cH:12][cH:13]1>>[NH2:4][S:5](=[O:6])(=[O:7])[c:8]1[cH:9][c:10](-[c:14]2[c:15]([CH3:26])[n:16][c:17]([NH:19][c:20]3[n:21][cH:22][cH:23][n:24][cH:25]3)[s:18]2)[cH:11][cH:12][cH:13]1. Reactants: C(C)(C)(C)OC(=O)N1CCC2=C(CC1)C(=C(C=C2)Cl)SC(N(C)C)=O (3-tert-butoxycarbonyl-7-chloro-6-dimethylcarbamoylthio-2,3,4,5-tetrahydro-1H-benzo[d]azepine), C(C)(=O)OC1=CC=C(C=C1)CCl (4-(chloromethyl)phenyl acetate). Yields the product C(C)(=O)OC1=CC=C(CSC2=C(C=CC=3CCN(CCC32)C(=O)OC(C)(C)C)Cl)C=C1 (6-(4-acetoxybenzylthio)-3-tert-butoxycarbonyl-7-chloro-2,3,4,5-tetrahydro-1H-benzo[d]azepine). Reaction SMILES: [C:1]([O:5][C:6]([N:8]1[CH2:14][CH2:13][C:12]2[C:15]([S:20][C:21](=O)N(C)C)=[C:16]([Cl:19])[CH:17]=[CH:18][C:11]=2[CH2:10][CH2:9]1)=[O:7])([CH3:4])([CH3:3])[CH3:2].[C:26]([O:29][C:30]1[CH:35]=[CH:34][C:33](CCl)=[CH:32][CH:31]=1)(=[O:28])[CH3:27]>>[C:26]([O:29][C:30]1[CH:35]=[CH:34][C:33]([CH2:21][S:20][C:15]2[C:12]3[CH2:13][CH2:14][N:8]([C:6]([O:5][C:1]([CH3:3])([CH3:4])[CH3:2])=[O:7])[CH2:9][CH2:10][C:11]=3[CH:18]=[CH:17][C:16]=2[Cl:19])=[CH:32][CH:31]=1)(=[O:28])[CH3:27]. Procedure details: Use a method similar to the Preparation 177, using 3-tert-butoxycarbonyl-7-chloro-6-dimethylcarbamoylthio-2,3,4,5-tetrahydro-1H-benzo[d]azepine and 4-(chloromethyl)phenyl acetate to give 6-(4-acetoxybenzylthio)-3-tert-butoxycarbonyl-7-chloro-2,3,4,5-tetrahydro-1H-benzo[d]azepine as a white solid. The reactants are CCO, CC1(c2ccc3c(C(F)(F)F)c(OC4CCC(C5CCCC5)CC4)ccc3c2)COC(=O)N1, [Li+], [OH-], O. Product: CC(N)(CO)c1ccc2c(C(F)(F)F)c(OC3CCC(C4CCCC4)CC3)ccc2c1. RXN SMILES: [CH3:34][CH2:35][OH:36].[CH:1]1([CH:6]2[CH2:7][CH2:8][CH:9]([O:12][c:13]3[c:14]([C:30]([F:31])([F:32])[F:33])[c:15]4[cH:16][cH:17][c:18]([C:23]5([CH3:29])[NH:24][C:25](=[O:28])[O:26][CH2:27]5)[cH:19][c:20]4[cH:21][cH:22]3)[CH2:10][CH2:11]2)[CH2:2][CH2:3][CH2:4][CH2:5]1.[Li+:37].[OH-:38].[OH2:39]>>[CH:1]1([CH:6]2[CH2:7][CH2:8][CH:9]([O:12][c:13]3[c:14]([C:30]([F:31])([F:32])[F:33])[c:15]4[cH:16][cH:17][c:18]([C:23]([NH2:24])([CH2:27][OH:26])[CH3:29])[cH:19][c:20]4[cH:21][cH:22]3)[CH2:10][CH2:11]2)[CH2:2][CH2:3][CH2:4][CH2:5]1. The reactants are N1(C2C(CCC1)CNC2)C(=O)OC(C)(C)C (t-butyl octahydro-1H-pyrrolo[3,4-b]pyridine-1-carboxylate), CC1=CC=C(C=C1)S(=O)(=O)OC=1C2=C(N=C(N1)N)C1=C(CCC2)C=CC=C1 (2-amino-6,7-dihydro-5H-benzo[6,7]cyclohepta[1,2-d]pyrimidin-4-yl 4-methylbenzenesulfonate). The product is N1(CCNCC1)C=1C2=C(N=CN1)C1=C(CCC2)C=CC=C1 (4-Piperazin-1-yl-6,7-dihydro-5H-benzo[6,7]cyclohepta[1,2-d]pyrimidine). RXN SMILES: [N:1]1([C:10](OC(C)(C)C)=O)CCCC2[CH2:7][NH:8][CH2:9][CH:2]12.CC1C=CC(S(O[C:28]2[C:29]3[CH2:39][CH2:38][CH2:37][C:36]4[CH:40]=[CH:41][CH:42]=[CH:43][C:35]=4[C:30]=3[N:31]=[C:32](N)[N:33]=2)(=O)=O)=CC=1>>[N:1]1([C:28]2[C:29]3[CH2:39][CH2:38][CH2:37][C:36]4[CH:40]=[CH:41][CH:42]=[CH:43][C:35]=4[C:30]=3[N:31]=[CH:32][N:33]=2)[CH2:2][CH2:9][NH:8][CH2:7][CH2:10]1. Procedure: The title compound was prepared using the procedure outlined in Example 59D substituting piperazine for t-butyl octahydro-1H-pyrrolo[3,4-b]pyridine-1-carboxylate, and substituting the product from Example 118C for the product from Example 59C. The product was purified by chromatography on silica gel eluting with NH4OH:MeOH:CHCl3 (0.8:8:92) to provide the title compound. 1H NMR (CD3OD) δ 2.32-2.49 (m, 4H), 2.63-2.70 (m, 2H), 2.94-3.01 (m, 4H), 3.47-3.54 (m, 4H), 7.30-7.35 (m, 1H), 7.39-7.44 (m, 2... Reactants: CC(C)(C)OC(=O)N1CCC(Nc2ccc([N+](=O)[O-])cn2)C1, CO. The product is CC(C)(C)OC(=O)N1CCC(Nc2ccc(N)cn2)C1. As a reaction SMILES: [C:1]([CH3:2])([CH3:3])([CH3:4])[O:5][C:6](=[O:7])[N:8]1[CH2:9][CH:10]([NH:13][c:14]2[n:15][cH:16][c:17]([N+:20]([O-:21])=[O:22])[cH:18][cH:19]2)[CH2:11][CH2:12]1.[CH3:23][OH:24]>>[C:1]([CH3:2])([CH3:3])([CH3:4])[O:5][C:6](=[O:7])[N:8]1[CH2:9][CH:10]([NH:13][c:14]2[n:15][cH:16][c:17]([NH2:20])[cH:18][cH:19]2)[CH2:11][CH2:12]1. The reactants are 292-A, 292-B, ClC1=CC=C(C=C1)S(=O)(=O)CC1=C(C=CC(=C1)F)F (2-[(4-chlorophenyl)sulfonylmethyl]-1,4-difluorobenzene), CC(CCC)O (2-pentanol), C(#N)C=P(CCCC)(CCCC)CCCC (cyanomethylenetri-n-butylphosphorane). The solvent is C1(=CC=CC=C1)C (toluene). Yields the product ClC1=CC=C(C=C1)S(=O)(=O)C(C(CCC)C)C1=C(C=CC(=C1)F)F (2-[1-[(4-Chlorophenyl)sulfonyl]-2-methylpentyl]-1,4-difluorobenzene). RXN SMILES: [Cl:1][C:2]1[CH:7]=[CH:6][C:5]([S:8]([CH2:11][C:12]2[CH:17]=[C:16]([F:18])[CH:15]=[CH:14][C:13]=2[F:19])(=[O:10])=[O:9])=[CH:4][CH:3]=1.[CH3:20][CH:21](O)[CH2:22][CH2:23][CH3:24].C(C=P(CCCC)(CCCC)CCCC)#N>C1(C)C=CC=CC=1>[Cl:1][C:2]1[CH:7]=[CH:6][C:5]([S:8]([CH:11]([C:12]2[CH:17]=[C:16]([F:18])[CH:15]=[CH:14][C:13]=2[F:19])[CH:21]([CH3:20])[CH2:22][CH2:23][CH3:24])(=[O:10])=[O:9])=[CH:4][CH:3]=1. Procedure details: The 2-[(4-chlorophenyl)sulfonylmethyl]-1,4-difluorobenzene (200 mg, 0.661 mmol) obtained in Example 5 and 2-pentanol (0.144 ml, 1.33 mmol) were dissolved in toluene (3 ml), followed by the addition of cyanomethylenetri-n-butylphosphorane (0.320 ml). Under an argon atmosphere, the resulting mixture was heated under reflux for 14 hours. The reaction mixture was then allowed to cool down. The residue obtained by concentrating the reaction mixture under reduced pressure was separated and purified by...